From a dataset of the Open Reaction Database (ORD), a public repository of structured organic reaction records. describe an organic reaction: reactants, conditions, products, and yield As a reaction SMILES: [CH3:1][C:2]1[S:3][C:4]2[CH2:11][CH2:10][C:9]3[CH:12]=[C:13]([CH2:16][CH2:17][CH3:18])[CH:14]=[CH:15][C:8]=3[C:7](=[O:19])[C:5]=2[N:6]=1.BrNC(=O)CCC(N)=O>C(OCC)(=O)C>[CH3:1][C:2]1[S:3][C:4]2[CH:11]=[CH:10][C:9]3[CH:12]=[C:13]([CH2:16][CH2:17][CH3:18])[CH:14]=[CH:15][C:8]=3[C:7](=[O:19])[C:5]=2[N:6]=1. The reactants are CC=1SC2=C(N1)C(C1=C(CC2)C=C(C=C1)CCC)=O (9,10-Dihydro-2-methyl-7-n-propyl-4H-benzo[5,6]cyclohepta[1,2-d]thiazol-4-one), BrNC(CCC(=O)N)=O (N-bromosuccinamide), halogen. Reported procedure: The product from step (ix) (2.8 g) and N-bromosuccinamide were dissolved in ethyl acetate (30 ml) and irradiated with a 500 Watt halogen lamp at reflux for 2 h. The solvent was evaporated under reduced pressure and the solid residue dissolved in dichloromethane (30 ml) and treated with triethylamine (10 ml). After 2 h the solvents were removed under reduced pressure and the residue partioned between water and ethyl acetate. The organic layer was collected and dried over MgSO4. The solvent was ev... Yields the product CC=1SC2=C(N1)C(C1=C(C=C2)C=C(C=C1)CCC)=O (2-Methyl-7-n-propyl-4H-benzo[5,6]cyclohepta[1,2-d]thiazol-4-one). The solvent is C(C)(=O)OCC (ethyl acetate). Reactants: Cl.C1(CC1)COC1=C(C=C(C=C1)OC)C=1C2=C(N=CN1)C(=C(N2)C)C(=O)N[C@H]2CNCC2 (4-[2-(cyclopropylmethoxy)-5-methoxyphenyl]-6-methyl-N-[(3R)-pyrrolidin-3-yl]-5H-pyrrolo[3,2-d]pyrimidine-7-carboxamide hydrochloride), C(C)(=O)O[C@H](C(=O)Cl)C ((2S)-1-chloro-1-oxopropan-2-yl acetate). Product: C1(CC1)COC1=C(C=C(C=C1)OC)C=1C2=C(N=CN1)C(=C(N2)C)C(=O)N[C@H]2CN(CC2)C([C@H](C)O)=O (4-[2-(cyclopropylmethoxy)-5-methoxyphenyl]-N-{(3R)-1-[(2S)-2-hydroxypropanoyl]pyrrolidin-3-yl}-6-methyl-5H-pyrrolo[3,2-d]pyrimidine-7-carboxamide). As a reaction SMILES: Cl.[CH:2]1([CH2:5][O:6][C:7]2[CH:12]=[CH:11][C:10]([O:13][CH3:14])=[CH:9][C:8]=2[C:15]2[C:16]3[NH:23][C:22]([CH3:24])=[C:21]([C:25]([NH:27][C@@H:28]4[CH2:32][CH2:31][NH:30][CH2:29]4)=[O:26])[C:17]=3[N:18]=[CH:19][N:20]=2)[CH2:4][CH2:3]1.C([O:36][C@@H:37]([CH3:41])[C:38](Cl)=[O:39])(=O)C>>[CH:2]1([CH2:5][O:6][C:7]2[CH:12]=[CH:11][C:10]([O:13][CH3:14])=[CH:9][C:8]=2[C:15]2[C:16]3[NH:23][C:22]([CH3:24])=[C:21]([C:25]([NH:27][C@@H:28]4[CH2:32][CH2:31][N:30]([C:38](=[O:39])[C@@H:37]([OH:36])[CH3:41])[CH2:29]4)=[O:26])[C:17]=3[N:18]=[CH:19][N:20]=2)[CH2:4][CH2:3]1 |f:0.1|. Procedure: Starting from 4-[2-(cyclopropylmethoxy)-5-methoxyphenyl]-6-methyl-N-[(3R)-pyrrolidin-3-yl]-5H-pyrrolo[3,2-d]pyrimidine-7-carboxamide hydrochloride (example D.f26) and commercially available (2S)-1-chloro-1-oxopropan-2-yl acetate the title compound is obtained as colorless solid. The reactants are OC1[C@H](O)[C@@H](O)[C@H](O[C@H]2[C@H](O)[C@@H](O)[C@@H](O)[C@H](O2)CO)[C@H](O1)CO (Lactose), CC(=O)N[C@@H]1[C@H]([C@@H]([C@H](O[C@@H]1OP(=O)(O)OP(=O)(O)OC[C@@H]2[C@H]([C@H]([C@@H](O2)N3C=CC(=O)NC3=O)O)O)CO)O)O (UDP-N-acetylglucosamine). The product is OC1[C@H](O)[C@@H](O)[C@@H](O)[C@H](O1)CO (Gal). Reaction SMILES: OC1O[C@H](CO)[C@@H]([O:8][C@@H:9]2[O:17][C@H:16]([CH2:18][OH:19])[C@H:14]([OH:15])[C@H:12]([OH:13])[C@H:10]2[OH:11])[C@H](O)[C@H]1O.CC(N[C@H]1[C@@H](OP(OP(OC[C@H]2O[C@@H](N3C(=O)NC(=O)C=C3)[C@H](O)[C@@H]2O)(O)=O)(O)=O)O[C@H](CO)[C@@H](O)[C@@H]1O)=O>>[OH:8][CH:9]1[O:17][C@H:16]([CH2:18][OH:19])[C@H:14]([OH:15])[C@H:12]([OH:13])[C@H:10]1[OH:11]. Procedure details: Lactose was contacted with UDP-N-acetylglucosamine and a β-galactoside β1-3 N-acetylglucosaminyl transferase purified from pig serum in a 0.1M HEPS buffered aqueous solution at 37° C. The product tetrasaccharide was then contacted with UDP--Gal and a β-N-acetylglucosaminoside β1-4 Galactosyltransferase isolated from bovine milk, in a 0.1M HEPS buffered aqueous solution at 37° C. The product tetrasaccharide was then contacted with CMP--NAN and a β-galactoside α2-6 sialyltransferase isolated from ... Starting materials: NC=1C2=C(SC1C(=O)N)C=C(C=C2OCC)N2CCC(CC2)N (3-amino-6-(4-amino-piperidin-1-yl)-4-ethoxy-benzo[b]thiophene-2-carboxylic acid amide), solution, 2-thioacetamide, C([O-])([O-])=O.[K+].[K+] (potassium carbonate). The solvent is O (H2O), CN(C)C=O (DMF), CO (MeOH). Reaction conditions: temperature 80 celsius. The product is C(C)(C)(C)OC(NC1CCN(CC1)C=1C=C(C2=C(SC(=C2N)C(N)=O)C1)OCC)=O ([1-(3-amino-2-carbamoyl-4-ethoxy-benzo[b]thiophen-6-yl)-piperidin-4-yl]-carbamic acid tert-butyl ester). Isolated yield 50.0%. Reaction SMILES: [NH2:1][C:2]1[C:3]2[C:13]([O:14][CH2:15][CH3:16])=[CH:12][C:11]([N:17]3[CH2:22][CH2:21][CH:20]([NH2:23])[CH2:19][CH2:18]3)=[CH:10][C:4]=2[S:5][C:6]=1[C:7]([NH2:9])=[O:8].[C:24](=[O:27])([O-])[O-:25].[K+].[K+]>CN(C=O)C.CO.O>[C:3]([O:25][C:24](=[O:27])[NH:23][CH:20]1[CH2:19][CH2:18][N:17]([C:11]2[CH:12]=[C:13]([O:14][CH2:15][CH3:16])[C:3]3[C:2]([NH2:1])=[C:6]([C:7](=[O:8])[NH2:9])[S:5][C:4]=3[CH:10]=2)[CH2:22][CH2:21]1)([CH3:13])([CH3:4])[CH3:2] |f:1.2.3|. Procedure details: To a solution of 0.311 g (0.856 mmol) of the above amide in DMF (5 mL) was added 0.91 mL (1.0 mmol) of a 10% solution of 2-thioacetamide in MeOH along with 0.70 g (5.1 mmol) of potassium carbonate. The mixture was heated to 80° C. for 24 h then cooled to room temperature and diluted with H2O. The mixture was washed with CH2Cl2 and the combined organic phase was washed with H2O, dried over anhydrous Na2SO4 and concentrated under reduced pressure. The residue was purified by flash silica gel chrom... Starting materials: ClC1=NN=C(C2=CC=CC=C12)CC=1C=NC(=CC1)OC (1-chloro-4-[6-methoxy-(pyridin-3-yl)-methyl]phthalazine), FC1=C2C=C(NC2=CC=C1O)C (4-fluoro-5-hydroxy-2-methyl-1H-indole), C(=O)([O-])[O-].[K+].[K+] (K2CO3). The solvent is CN(C)C=O (DMF). Product: FC1=C2C=C(NC2=CC=C1OC1=NN=C(C2=CC=CC=C12)CC=1C=NC(=CC1)OC)C (1-(4-Fluoro-2-methyl-1H-indol-5-yloxy)-4-[6-methoxy-(pyridin-3-yl)-methyl]phthalazine). As a reaction SMILES: Cl[C:2]1[C:11]2[C:6](=[CH:7][CH:8]=[CH:9][CH:10]=2)[C:5]([CH2:12][C:13]2[CH:14]=[N:15][C:16]([O:19][CH3:20])=[CH:17][CH:18]=2)=[N:4][N:3]=1.[F:21][C:22]1[C:30]([OH:31])=[CH:29][CH:28]=[C:27]2[C:23]=1[CH:24]=[C:25]([CH3:32])[NH:26]2.C([O-])([O-])=O.[K+].[K+]>CN(C=O)C>[F:21][C:22]1[C:30]([O:31][C:2]2[C:11]3[C:6](=[CH:7][CH:8]=[CH:9][CH:10]=3)[C:5]([CH2:12][C:13]3[CH:14]=[N:15][C:16]([O:19][CH3:20])=[CH:17][CH:18]=3)=[N:4][N:3]=2)=[CH:29][CH:28]=[C:27]2[C:23]=1[CH:24]=[C:25]([CH3:32])[NH:26]2 |f:2.3.4|. Procedure details: Heating of a mixture of 1-chloro-4-[6-methoxy-(pyridin-3-yl)-methyl]phthalazine (Ex. 3e), 4-fluoro-5-hydroxy-2-methyl-1H-indole (preparation see WO 00/47212; Ex. 237) and K2CO3 in DMF yields the title compound. The reactants are C1(CCCCC1)N=C=O (cyclohexyl isocyanate), CNC1CCCCC1 (N-methyl-N-cyclohexylamine), CCCCCC (hexane). The product is C1(CCCCC1)N(C(=O)NC1CCCCC1)C (N,N′-dicyclohexyl-N-methylurea). RXN SMILES: [CH:1]1([N:7]=[C:8]=[O:9])[CH2:6][CH2:5][CH2:4][CH2:3][CH2:2]1.C[NH:11][CH:12]1[CH2:17][CH2:16][CH2:15][CH2:14][CH2:13]1.[CH3:18]CCCCC>>[CH:1]1([N:7]([CH3:18])[C:8]([NH:11][CH:12]2[CH2:17][CH2:16][CH2:15][CH2:14][CH2:13]2)=[O:9])[CH2:6][CH2:5][CH2:4][CH2:3][CH2:2]1. Procedure details: 18.38 g of cyclohexyl isocyanate (0.147 mol) are added dropwise to a solution of 19.12 g of N-methyl-N-cyclohexylamine (0.169 mol) in 160 ml of hexane and then the cloudy mixture is refluxed for 2 h and then evaporated to dryness, to give 35 g of crude N,N′-dicyclohexyl-N-methylurea. 12 g of POCl3 (78 mmol) is added, over 1 h, to a suspension of 17 g of said N,N′-dicyclohexyl-N-methylurea (71.33 mmol) in 65 ml of toluene, and then, after a few hours at 20° C., 15.5 g of N-butyl-N-methylamine (0.... Reactants: C1(=CC=CC=C1)C1NC(CC(C1)O)C1=CC=CC=C1 (2,6-diphenyl-4-hydroxypiperidine), C(CCC)[Li] (n-butyllithium), C(CCCCCCCCCCC)(=O)Cl (lauroyl chloride). Solvent: O1CCCC1 (tetrahydrofuran), O1CCCC1 (THF), [Cl-].[Na+].O (brine). Run at temperature -20 celsius, time 30 minute. Yields the product C(CCCCCCCCCCC)(=O)OC1CC(NC(C1)C1=CC=CC=C1)C1=CC=CC=C1 (2,6-Diphenylpiperidin-4-yl Laurate). Yield: 74.2%. As a reaction SMILES: [C:1]1([CH:7]2[CH2:12][CH:11]([OH:13])[CH2:10][CH:9]([C:14]3[CH:19]=[CH:18][CH:17]=[CH:16][CH:15]=3)[NH:8]2)[CH:6]=[CH:5][CH:4]=[CH:3][CH:2]=1.C([Li])CCC.[C:25](Cl)(=[O:37])[CH2:26][CH2:27][CH2:28][CH2:29][CH2:30][CH2:31][CH2:32][CH2:33][CH2:34][CH2:35][CH3:36]>O1CCCC1.[Cl-].[Na+].O>[C:25]([O:13][CH:11]1[CH2:12][CH:7]([C:1]2[CH:2]=[CH:3][CH:4]=[CH:5][CH:6]=2)[NH:8][CH:9]([C:14]2[CH:15]=[CH:16][CH:17]=[CH:18][CH:19]=2)[CH2:10]1)(=[O:37])[CH2:26][CH2:27][CH2:28][CH2:29][CH2:30][CH2:31][CH2:32][CH2:33][CH2:34][CH2:35][CH3:36] |f:4.5.6|. Reported procedure: To a -70° C. solution of 2.50 g (9.9 mmol) of 2,6-diphenyl-4-hydroxypiperidine in 80 ml of dry tetrahydrofuran (THF), 4.2 mL (10.5 mmol) of n-butyllithium (2.5M in hexanes) is added dropwise. The mixture is warmed to -20° C. and stirred for 30 minutes. The solution is then cooled again to -70° C. and a solution of 2.2 g (9.9 mmol) of lauroyl chloride in 20 mL of dry THF is then added dropwise. The mixture is warmed to room temperature and stirred for 18 hours. The mixture is added to 250 mL of b...